This data is from the Open Reaction Database (ORD), a public repository of structured organic reaction records. The task is: describe an organic reaction: reactants, conditions, products, and yield The reactants are C=CCN, ClCC1CCC(CCl)N1Cc1ccccc1, CC#N, Cl, [I-], [Na+], [Na+], O=C([O-])O. The product is C=CCN1CC2CCC(C1)N2Cc1ccccc1. As a reaction SMILES: [CH2:1]([CH:2]=[CH2:3])[NH2:4].[CH2:6]([c:7]1[cH:8][cH:9][cH:10][cH:11][cH:12]1)[N:13]1[CH:14]([CH2:20][Cl:21])[CH2:15][CH2:16][CH:17]1[CH2:18][Cl:19].[CH3:29][C:30]#[N:31].[ClH:5].[I-:22].[Na+:23].[Na+:28].[O-:24][C:25]([OH:26])=[O:27]>>[CH2:1]([CH:2]=[CH2:3])[N:4]1[CH2:18][CH:17]2[N:13]([CH2:6][c:7]3[cH:8][cH:9][cH:10][cH:11][cH:12]3)[CH:14]([CH2:15][CH2:16]2)[CH2:20]1. The reactants are SCC(=O)O (mercaptoacetic acid), C(C)(C)(C)C1=NC(=CC(=C1)C)C(C)(C)C (2,6-di-tert-butyl-4-methylpyridine), FC(S(=O)(=O)[O-])(F)F.FC(C(F)(F)F)(F)[I+]C1=CC=CC=C1 (pentafluoroethylphenyliodonium trifluoromethanesulfonate). Solvent: C(Cl)Cl (methylene chloride). Yields the product FC(C(F)(F)F)(F)CC(=S)O (pentafluoroethylthioacetic acid). Isolated yield 90.0%. As a reaction SMILES: S[CH2:2][C:3]([OH:5])=O.C(C1C=C(C)C=C(C(C)(C)C)N=1)(C)(C)C.FC(F)(F)[S:23]([O-])(=O)=O.[F:29][C:30]([I+]C1C=CC=CC=1)([F:35])[C:31]([F:34])([F:33])[F:32]>C(Cl)Cl>[F:29][C:30]([CH2:2][C:3]([OH:5])=[S:23])([F:35])[C:31]([F:34])([F:33])[F:32] |f:2.3|. Reported procedure: 0.12 ml of mercaptoacetic acid and 350 ml of 2,6-di-tert-butyl-4-methylpyridine were added to 4 ml of methylene chloride and the mixture was stirred at room temperature. Then, 800 mg of pentafluoroethylphenyliodonium trifluoromethanesulfonate was added thereto and the mixture was allowed to react for 30 minutes at room temperature. The reaction mixture was subjected to column chromatography of silica gel and, after eluting iodobenzene with hexane, the product was eluted with diethyl ether. The d... The reactants are COC(=O)CBr, NC(=O)c1c(F)ccc(O)c1F, [K+], [K+], O=C([O-])[O-], CN(C)C=O, O. Yields the product COC(=O)COc1ccc(F)c(C(N)=O)c1F. Reaction SMILES: [Br:19][CH2:20][C:21](=[O:22])[O:23][CH3:24].[F:1][c:2]1[c:3]([C:10](=[O:11])[NH2:12])[c:4]([F:9])[cH:5][cH:6][c:7]1[OH:8].[K+:13].[K+:14].[O-:15][C:16]([O-:17])=[O:18].[O:25]=[CH:26][N:27]([CH3:28])[CH3:29].[OH2:30]>>[F:1][c:2]1[c:3]([C:10](=[O:11])[NH2:12])[c:4]([F:9])[cH:5][cH:6][c:7]1[O:8][CH2:20][C:21](=[O:22])[O:23][CH3:24].